From a dataset of the Open Reaction Database (ORD), a public repository of structured organic reaction records. describe an organic reaction: reactants, conditions, products, and yield Procedure details: Nervonic acid (3.0 g, 8.2 mmol) was dissolved in anhydrous THF (100 mL) at 5° C. followed by NHS (1.88 g, 16.3 mmol) and DCC (3.38 g, 16.3 mmol). The mixture was heated to reflux for 2 h. Phytosphingosine dissolved in THF and pyridine was added to the reaction mixture and refluxed for 12 h. Acetic anhydride (9 mL) was added followed by triethylamine (9 mL), DMAP (300 mg), and the mixture was stirred for 2 h. The solvent was removed in vacuo. Triacetate 7 (3.4 g, 48.6% yield) was isolated by chro... Yields the product CC(=O)CC(=O)CC(=O)O (Triacetate). RXN SMILES: C(O)(=O)CCCCCCCCCCCCC/C=C\CCCCCCCC.C1CCC(N=C=NC2CCCCC2)CC1.[OH:42][CH2:43][C@@H:44]([C@@H:46]([C@@H:48](CCCCCCCCCCCCCC)O)[OH:47])N.C([O:67][C:68](=[O:70])[CH3:69])(=O)C>C1COCC1.CN(C1C=CN=CC=1)C.CCOC(C)=O.CCCCCC.C(N(CC)CC)C.N1C=CC=CC=1>[CH3:48][C:46]([CH2:44][C:43]([CH2:69][C:68]([OH:67])=[O:70])=[O:42])=[O:47] |f:6.7|. The yield is 48.6%. The solvent is N1=CC=CC=C1 (pyridine), C1CCOC1 (THF), C1CCOC1 (THF), CCOC(=O)C.CCCCCC (EtOAc Hexane), C(C)N(CC)CC (triethylamine). The reactants are C(C)(=O)OC(C)=O (Acetic anhydride), C(CCCCCCCCCCCCC\C=C/CCCCCCCC)(=O)O (Nervonic acid), OC[C@H](N)[C@H](O)[C@H](O)CCCCCCCCCCCCCC (Phytosphingosine), C1CCC(CC1)N=C=NC2CCCCC2 (DCC). Run at time 2 hour. The reagents and catalysts are CN(C)C=1C=CN=CC1 (DMAP). Reactants: C(C)(C)(C)OC(=O)N1CC(CC1)OC1=CC(=CC(=C1)NC(=O)NC=1C=NC(=CC1)C)F (3-{3-fluoro-5-[3-(6-methyl-pyridin-3-yl)-ureido]-phenoxy}-pyrrolidine-1-carboxylic acid tert-butyl ester), FC(C(=O)O)(F)F (trifluoroacetic acid). The solvent is ClCCl (dichloromethane). Run at time 2 hour. The product is FC=1C=C(C=C(C1)OC1CNCC1)NC(=O)NC=1C=NC(=CC1)C (1-[3-Fluoro-5-(pyrrolidin-3-yloxy)-phenyl]-3-(6-methyl-pyridin-3-yl)-urea). Reaction SMILES: C(OC([N:8]1[CH2:12][CH2:11][CH:10]([O:13][C:14]2[CH:19]=[C:18]([NH:20][C:21]([NH:23][C:24]3[CH:25]=[N:26][C:27]([CH3:30])=[CH:28][CH:29]=3)=[O:22])[CH:17]=[C:16]([F:31])[CH:15]=2)[CH2:9]1)=O)(C)(C)C.FC(F)(F)C(O)=O>ClCCl>[F:31][C:16]1[CH:17]=[C:18]([NH:20][C:21]([NH:23][C:24]2[CH:25]=[N:26][C:27]([CH3:30])=[CH:28][CH:29]=2)=[O:22])[CH:19]=[C:14]([O:13][CH:10]2[CH2:11][CH2:12][NH:8][CH2:9]2)[CH:15]=1. Reported procedure: To 6.5 g of 3-{3-fluoro-5-[3-(6-methyl-pyridin-3-yl)-ureido]-phenoxy}-pyrrolidine-1-carboxylic acid tert-butyl ester was added 20 mL of a 1:1 mixture of trifluoroacetic acid and dichloromethane at room temperature and the resultant reaction mixture was stirred for 2 hours. The reaction mixture was concentrated. To the residue was added 5 mL of saturated brine solution and 1 N NaOH was added until a pH of 10 was observed. The mixture was extracted with ethyl acetate. The organics were dried with ... Reactants: NCCN1CCC(CC1)C(C1=CC=C(C=C1)F)=O (1-(2-aminoethyl)-4-p-fluorobenzoylpiperidine), C(C)OC(=O)NC1=C(C(=O)OCC)C=CC=N1 (ethyl 2-ethoxycarbonylaminonicotinate), C(C)(C)N(C(C)C)CC (N,N-diisopropylethylamine), NC1=C(C(=O)OCC)C=CC=N1 (ethyl 2-aminonicotinate), ClC(=O)OCC (ethyl chloroformate). Run in CO (methanol), C1(=CC=CC=C1)C (toluene). Yields the product FC1=CC=C(C(=O)C2CCN(CC2)CCN2C(NC3=C(C2=O)C=CC=N3)=O)C=C1 (3-[2-(4-p-fluorobenzoylpiperidino)ethyl]-2,4-dioxo-1,2,3,4-tetrahydropyrido[2,3-d]pyrimidine). RXN SMILES: C(O[C:4]([NH:6][C:7]1[N:17]=[CH:16][CH:15]=[CH:14][C:8]=1[C:9]([O:11]CC)=O)=[O:5])C.NC1N=CC=CC=1C(OCC)=O.ClC(OCC)=O.C(N(CC)C(C)C)(C)C.[NH2:45][CH2:46][CH2:47][N:48]1[CH2:53][CH2:52][CH:51]([C:54](=[O:62])[C:55]2[CH:60]=[CH:59][C:58]([F:61])=[CH:57][CH:56]=2)[CH2:50][CH2:49]1>C1(C)C=CC=CC=1.CO>[F:61][C:58]1[CH:57]=[CH:56][C:55]([C:54]([CH:51]2[CH2:50][CH2:49][N:48]([CH2:47][CH2:46][N:45]3[C:9](=[O:11])[C:8]4[CH:14]=[CH:15][CH:16]=[N:17][C:7]=4[NH:6][C:4]3=[O:5])[CH2:53][CH2:52]2)=[O:62])=[CH:60][CH:59]=1. Procedure: A mixture of 2.06 g of ethyl 2-ethoxycarbonylaminonicotinate (m.p. 60°, obtainable by boiling ethyl 2-aminonicotinate with ethyl chloroformate for 5 h in the presence of N,N-diisopropylethylamine in toluene) and 2.54 g of 1-(2-aminoethyl)-4-p-fluorobenzoylpiperidine (Rf 0.43 on silica gel with butanol/ethanol/water/ethyl acetate/acetic acid 50:50:50:25:25) is heated at 190° for 1 h. The mixture is cooled and taken up in methanol and, on cooling, 3-[2-(4-p-fluorobenzoylpiperidino)ethyl]-2,4-dioxo... The reactants are [Br-], [Li]CCCC, C[P+](c1ccccc1)(c1ccccc1)c1ccccc1, CC1(C)COC(c2ccccc2)OC1C=O, C1CCOC1. The product is C=CC1OC(c2ccccc2)OCC1(C)C. As a reaction SMILES: [Br-:22].[CH3:1][CH2:2][CH2:3][CH2:4][Li:5].[CH3:23][P+:24]([c:25]1[cH:26][cH:27][cH:28][cH:29][cH:30]1)([c:31]1[cH:32][cH:33][cH:34][cH:35][cH:36]1)[c:37]1[cH:38][cH:39][cH:40][cH:41][cH:42]1.[CH3:6][C:7]1([CH3:21])[CH:8]([CH:19]=[O:20])[O:9][CH:10]([c:13]2[cH:14][cH:15][cH:16][cH:17][cH:18]2)[O:11][CH2:12]1.[O:43]1[CH2:44][CH2:45][CH2:46][CH2:47]1>>[CH2:1]=[CH:19][CH:8]1[C:7]([CH3:6])([CH3:21])[CH2:12][O:11][CH:10]([c:13]2[cH:14][cH:15][cH:16][cH:17][cH:18]2)[O:9]1. Reactants: [BH4-], C1CCOC1, CC(=O)c1cnn(C)c1C, CCO, CC(C)[O-], CC(C)[O-], CC(C)[O-], CC(C)[O-], [Na+], [Ti+4], CC(N)c1ccccc1. The product is Cc1c(C(C)NC(C)c2ccccc2)cnn1C. As a reaction SMILES: [BH4-:23].[CH2:42]1[O:43][CH2:44][CH2:45][CH2:46]1.[CH3:1][n:2]1[n:3][cH:4][c:5]([C:8]([CH3:9])=[O:10])[c:6]1[CH3:7].[CH3:20][CH2:21][OH:22].[CH3:25][CH:26]([CH3:27])[O-:28].[CH3:29][CH:30]([CH3:31])[O-:32].[CH3:33][CH:34]([CH3:35])[O-:36].[CH3:37][CH:38]([CH3:39])[O-:40].[Na+:24].[Ti+4:41].[c:11]1([CH:17]([CH3:18])[NH2:19])[cH:12][cH:13][cH:14][cH:15][cH:16]1>>[CH3:1][n:2]1[n:3][cH:4][c:5]([CH:8]([CH3:9])[NH:19][CH:17]([c:11]2[cH:12][cH:13][cH:14][cH:15][cH:16]2)[CH3:18])[c:6]1[CH3:7].